Dataset: the Open Reaction Database (ORD), a public repository of structured organic reaction records. Task: describe an organic reaction: reactants, conditions, products, and yield Starting materials: COCCOC, Cl, [Na], O, Cc1ccc(S(=O)(=O)N(CC(O)CO)c2ccccc2)cc1, c1ccc2ccccc2c1. Yields the product OCC(O)CNc1ccccc1. As a reaction SMILES: [CH3:35][O:36][CH2:37][CH2:38][O:39][CH3:40].[ClH:34].[Na:1].[OH2:41].[OH:12][CH:13]([CH2:14][N:15]([S:16]([c:17]1[cH:18][cH:19][c:20]([CH3:21])[cH:22][cH:23]1)(=[O:24])=[O:25])[c:26]1[cH:27][cH:28][cH:29][cH:30][cH:31]1)[CH2:32][OH:33].[cH:2]1[cH:3][c:4]2[c:5]([cH:6][cH:7][cH:8][cH:9]2)[cH:10][cH:11]1>>[OH:12][CH:13]([CH2:14][NH:15][c:26]1[cH:27][cH:28][cH:29][cH:30][cH:31]1)[CH2:32][OH:33]. The reactants are CCOC(C)=O, Cl, OCc1ccc2c(c1)N(C1CCN(CCc3ccc(F)cc3)CC1)CC2, [Na+], [OH-]. The product is Fc1ccc(CCN2CCC(N3CCc4ccc(CCl)cc43)CC2)cc1. Reaction SMILES: [CH3:30][CH2:31][O:32][C:33](=[O:34])[CH3:35].[ClH:1].[F:2][c:3]1[cH:4][cH:5][c:6]([CH2:7][CH2:8][N:9]2[CH2:10][CH2:11][CH:12]([N:15]3[CH2:16][CH2:17][c:18]4[cH:19][cH:20][c:21]([CH2:24][OH:25])[cH:22][c:23]43)[CH2:13][CH2:14]2)[cH:26][cH:27]1.[Na+:29].[OH-:28]>>[Cl:1][CH2:24][c:21]1[cH:20][cH:19][c:18]2[c:23]([cH:22]1)[N:15]([CH:12]1[CH2:11][CH2:10][N:9]([CH2:8][CH2:7][c:6]3[cH:5][cH:4][c:3]([F:2])[cH:27][cH:26]3)[CH2:14][CH2:13]1)[CH2:16][CH2:17]2. Starting materials: N1(CCCC1)CC1NCCSC1 (3-(pyrrolidin-1-ylmethyl)thiomorpholine), S1C(=CC=C1)CC(=O)Cl (2-thienylacetyl chloride). Run in C(C)N(CC)CC (triethylamine). The product is Cl.N1(CCCC1)CC1N(CCSC1)C(CC=1SC=CC1)=O (3-(pyrrolidin-1-ylmethyl)-4-(2-thienylacetyl)thiomorpholine hydrochloride). The yield is 19.9%. Reaction SMILES: [N:1]1([CH2:6][CH:7]2[CH2:12][S:11][CH2:10][CH2:9][NH:8]2)[CH2:5][CH2:4][CH2:3][CH2:2]1.[S:13]1[CH:17]=[CH:16][CH:15]=[C:14]1[CH2:18][C:19]([Cl:21])=[O:20]>C(N(CC)CC)C>[ClH:21].[N:1]1([CH2:6][CH:7]2[CH2:12][S:11][CH2:10][CH2:9][N:8]2[C:19](=[O:20])[CH2:18][C:14]2[S:13][CH:17]=[CH:16][CH:15]=2)[CH2:2][CH2:3][CH2:4][CH2:5]1 |f:3.4|. Procedure: The procedure described in Example 17 was repeated, but using 1.0 g of 3-(pyrrolidin-1-ylmethyl)thiomorpholine, 2.49 ml of triethylamine and 1.03 g of 2-thienylacetyl chloride, to afford 0.37 g of the title compound, melting at 204°-206° C. (dec.). The reactants are C=O (paraformaldehyde), [Li] (lithium), C(C)(C)NC(C)C (diisopropylamine), C(CCC)[Li] (n-butyl lithium), C=O (Formaldehyde), Cl (hydrochloric acid), COC1=CC=C(C=C1)CCCC(=O)O (4-(4-methoxyphenyl)butanoic acid). The solvent is C(C)(=O)OCC (ethyl acetate), C1CCOC1 (THF), C1CCOC1 (THF). Conditions: temperature -20 celsius, time 2.5 hour. The product is COC1=CC=C(C=C1)CCC(C(=O)O)CO ([4-(4-Methoxyphenyl)]-2-hyroxymethylbutanoic acid). As a reaction SMILES: [Li].C(NC(C)C)(C)C.C([Li])CCC.[CH3:14][O:15][C:16]1[CH:21]=[CH:20][C:19]([CH2:22][CH2:23][CH2:24][C:25]([OH:27])=[O:26])=[CH:18][CH:17]=1.[CH2:28]=[O:29].Cl>C1COCC1.C(OCC)(=O)C>[CH3:14][O:15][C:16]1[CH:17]=[CH:18][C:19]([CH2:22][CH2:23][CH:24]([CH2:28][OH:29])[C:25]([OH:27])=[O:26])=[CH:20][CH:21]=1 |^1:0|. Procedure: To a solution of lithium diisiopropylamide (prepared from diisopropylamine (16.16 g, 0.16 mol and n-butyl lithium (1.6M in hexane, 100 ml, 0.016 mol) in THF (50 ml) at -78° C., was added a solution of 4-(4-methoxyphenyl)butanoic acid (13.80 g, 0.07 mol) in THF (100 ml) over 20 min. The solution was warmed to -20° C. and stirred for 2.5 h. Formaldehyde gas generated by warming paraformaldehyde (10 g) was then passed into the reaction mixture in a stream of nitrogen. After stirring for a further 2...